Dataset: the Open Reaction Database (ORD), a public repository of structured organic reaction records. Task: describe an organic reaction: reactants, conditions, products, and yield Reactants: FC(OC=1C=C(C=CC1)C(C)=O)(F)F (1-(3-(trifluoromethoxy)phenyl)ethanone), CC(C)(C)[S@@](=O)N ((R)-2-methylpropane-2-sulfinamide), Amine-1. Yields the product CC(C)(C)[S@@](=O)NC(C)C1=CC(=CC=C1)OC(F)(F)F ((R)-2-methyl-N-(1-(3-(trifluoromethoxy)phenyl)ethyl)propane-2-sulfinamide). The yield is 83.0%. As a reaction SMILES: [F:1][C:2]([F:14])([F:13])[O:3][C:4]1[CH:5]=[C:6]([C:10](=O)[CH3:11])[CH:7]=[CH:8][CH:9]=1.[CH3:15][C:16]([S@:19]([NH2:21])=[O:20])([CH3:18])[CH3:17]>>[CH3:15][C:16]([S@:19]([NH:21][CH:10]([C:6]1[CH:7]=[CH:8][CH:9]=[C:4]([O:3][C:2]([F:14])([F:13])[F:1])[CH:5]=1)[CH3:11])=[O:20])([CH3:18])[CH3:17]. Reported procedure: The title compound is prepared in 83% yield (0.38 g, a white solid) from 1-(3-(trifluoromethoxy)phenyl)ethanone (0.30 g, 1.47 mmol) and (R)-2-methylpropane-2-sulfinamide by the similar manner in Step-4 of Amine-1. The reactants are O=C([O-])[O-], O=C(OCc1ccccc1)c1cccnc1Cl, CN(C)C=O, [Cs+], [Cs+], O, Oc1cccc(I)c1. Product: O=C(OCc1ccccc1)c1cccnc1Oc1cccc(I)c1. RXN SMILES: [C:18](=[O:19])([O-:20])[O-:21].[CH2:1]([c:2]1[cH:3][cH:4][cH:5][cH:6][cH:7]1)[O:8][C:9]([c:10]1[c:11]([Cl:16])[n:12][cH:13][cH:14][cH:15]1)=[O:17].[CH3:33][N:34]([CH3:35])[CH:36]=[O:37].[Cs+:22].[Cs+:23].[OH2:32].[OH:24][c:25]1[cH:26][cH:27][cH:28][c:29]([I:30])[cH:31]1>>[CH2:1]([c:2]1[cH:3][cH:4][cH:5][cH:6][cH:7]1)[O:8][C:9]([c:10]1[c:11]([O:24][c:25]2[cH:26][cH:27][cH:28][c:29]([I:30])[cH:31]2)[n:12][cH:13][cH:14][cH:15]1)=[O:17]. Starting materials: C(C)(=O)NC1=C(C=CC(=C1)Cl)/C=C/C(=O)O ((E)-3-(2-Acetylamino-4-chloro-phenyl)-acrylic acid), ClC1=CC=C(CN2CC(NCC2)C)C=C1 (1-(4-Chloro-benzyl)-3-methyl-piperazine), CCN=C=NCCCN(C)C (EDCI), C=1C=CC2=C(C1)N=NN2O (HOBt). Run in CN(C)C=O (DMF). Conditions: time 8 hour. Product: ClC=1C=CC(=C(C1)NC(C)=O)\C=C\C(=O)N1C(CN(CC1)CC1=CC=C(C=C1)Cl)C (N-(5-Chloro-2-{(E)-3-[4-(4-chloro-benzyl)-2-methyl-piperazin-1-yl]-3-oxo-propenyl}-phenyl)-acetamide). Yield: 63.2%. As a reaction SMILES: [C:1]([NH:4][C:5]1[CH:10]=[C:9]([Cl:11])[CH:8]=[CH:7][C:6]=1/[CH:12]=[CH:13]/[C:14]([OH:16])=O)(=[O:3])[CH3:2].[Cl:17][C:18]1[CH:31]=[CH:30][C:21]([CH2:22][N:23]2[CH2:28][CH2:27][NH:26][CH:25]([CH3:29])[CH2:24]2)=[CH:20][CH:19]=1.CCN=C=NCCCN(C)C.C1C=CC2N(O)N=NC=2C=1>CN(C=O)C>[Cl:11][C:9]1[CH:8]=[CH:7][C:6](/[CH:12]=[CH:13]/[C:14]([N:26]2[CH2:27][CH2:28][N:23]([CH2:22][C:21]3[CH:30]=[CH:31][C:18]([Cl:17])=[CH:19][CH:20]=3)[CH2:24][CH:25]2[CH3:29])=[O:16])=[C:5]([NH:4][C:1](=[O:3])[CH3:2])[CH:10]=1. Procedure: 0.10 g (0.42 mmol) (E)-3-(2-Acetylamino-4-chloro-phenyl)-acrylic acid, 85 mg 1-(4-Chloro-benzyl)-3-methyl-piperazine (0.38 mmol), 87 mg EDCI (0.45 mmol) and 61 mg HOBt (0.45 mmol) were dissolved in 5 ml DMF. The reaction mixture was stirred overnight, then partitioned between ethylacetate and aq. sodiumbicarbonate solution. The organic phase was further washed with water and brine. Removal of the solvent gave a crude product which was further purified by prep. HPLC (Waters XT column, acetonitril... The reactants are CCO, CCOC(=O)c1cc(NS(=O)(=O)CCCCCl)c2[nH]cc(CC)c2c1. Yields the product CCOC(=O)c1cc(N2CCCCS2(=O)=O)c2[nH]cc(CC)c2c1. Reaction SMILES: [CH3:26][CH2:27][OH:28].[Cl:1][CH2:2][CH2:3][CH2:4][CH2:5][S:6](=[O:7])(=[O:8])[NH:9][c:10]1[cH:11][c:12]([C:21](=[O:22])[O:23][CH2:24][CH3:25])[cH:13][c:14]2[c:15]([CH2:19][CH3:20])[cH:16][nH:17][c:18]12>>[CH2:2]1[CH2:3][CH2:4][CH2:5][S:6](=[O:7])(=[O:8])[N:9]1[c:10]1[cH:11][c:12]([C:21](=[O:22])[O:23][CH2:24][CH3:25])[cH:13][c:14]2[c:15]([CH2:19][CH3:20])[cH:16][nH:17][c:18]12. Starting materials: C[C@@H]1N(CCCC1)C1=NN=C2N1C=C(C=C2)O[C@@H]2CC[C@@H](C1=CC=CC=C21)N ((1S,4R)-4-[3-((S)-2-Methyl-piperidin-1-yl)-[1,2,4]triazolo[4,3-a]pyridin-6-yloxy]-1,2,3,4-tetrahydro-naphthalen-1-ylamine), C[C@@H]1N([C@@H](CCC1)C)C1=NN=C2N1C=C(C=C2)O[C@@H]2CC[C@@H](C1=CC=CC=C21)NC(NC2=CC(=NN2C=2C=NN(C2)CCOS(=O)(=O)C)C(C)C)=O (Methanesulfonic acid 2-[5-(3-{(1S,4R)-4-[3-((2S,6R)-2,6-dimethyl-piperidin-1-yl)-[1,2,4]triazolo[4,3-a]pyridin-6-yloxy]-1,2,3,4-tetrahydro-naphthalen-1-yl}-ureido)-3-isopropyl-[1,4′]bipyrazolyl-1′-yl]-ethyl ester). Reaction SMILES: C[C@H]1CCCCN1C1N2C=C(O[C@H]3C4C(=CC=CC=4)[C@@H](N)CC3)C=CC2=NN=1.[CH3:29][C@H:30]1[CH2:35][CH2:34][CH2:33][C@@H:32](C)[N:31]1[C:37]1[N:41]2[CH:42]=[C:43]([O:46][C@H:47]3[C:56]4[C:51](=[CH:52][CH:53]=[CH:54][CH:55]=4)[C@@H:50]([NH:57][C:58](=[O:80])[NH:59][C:60]4[N:64]([C:65]5[CH:66]=[N:67][N:68]([CH2:70][CH2:71][O:72]S(C)(=O)=O)[CH:69]=5)[N:63]=[C:62]([CH:77](C)[CH3:78])[CH:61]=4)[CH2:49][CH2:48]3)[CH:44]=[CH:45][C:40]2=[N:39][N:38]=1>>[CH3:29][C@H:30]1[CH2:35][CH2:34][CH2:33][CH2:32][N:31]1[C:37]1[N:41]2[CH:42]=[C:43]([O:46][C@H:47]3[C:56]4[C:51](=[CH:52][CH:53]=[CH:54][CH:55]=4)[C@@H:50]([NH:57][C:58]([NH:59][C:60]4[N:64]([C:65]5[CH:66]=[N:67][N:68]([CH2:70][CH2:71][OH:72])[CH:69]=5)[N:63]=[C:62]([CH2:77][CH3:78])[CH:61]=4)=[O:80])[CH2:49][CH2:48]3)[CH:44]=[CH:45][C:40]2=[N:39][N:38]=1. Procedure: The title compound was prepared starting from Intermediate 2 (150 mg, 0.397 mmol), and Intermediate Cb (157 mg, 0.397 mmol) by using an analogous procedure to that described for Intermediate A step d. LCMS (Method 3): Rt 3.10 min, m/z=625 [MH+]. Product: C[C@@H]1N(CCCC1)C1=NN=C2N1C=C(C=C2)O[C@@H]2CC[C@@H](C1=CC=CC=C21)NC(=O)NC2=CC(=NN2C=2C=NN(C2)CCO)CC (1-{(1S,4R)-4-[3-((S)-2-methyl-piperidin-1-yl)-[1,2,4]triazolo[4,3-a]pyridin-6-yloxy]-1,2,3,4-tetrahydro-naphthalen-1-yl}-3-[1′-(2-hydroxy-ethyl)-3-ethyl-1′H-[1,4′]bipyrazolyl-5-yl]-urea). Reactants: C(CC)C1=NNC2=C1N=CNC2=O (3-n-propyl-1,6-dihydro-7H-pyrazolo[4,3-d]pyrimidin-7-one), OCCN1CCN(CC1)S(=O)(=O)C=1C=CC(=C(C1)C=1NC(C2=C(N1)C(=NN2C)CCC)=O)OCCC (5-{5-[4-(2-hydroxyethyl)piperazinylsulphonyl]-2-n-propoxyphenyl}-1-methyl-3-n-propyl-1,6-dihydro-7H-pyrazolo[4,3-d]-pyrimidin-7-one). Product: C(C)OC1=C(C=C(C=C1)S(=O)(=O)N1CCN(CC1)CCO)C=1NC(C2=C(N1)C(=NN2C)CCC)=O (5-{2-ethoxy-5-[4-(2-hydroxyethyl)piperazinylsulphonyl]-phenyl}-1-methyl-3-n-propyl-1,6-dihydro-7H-pyrazolo[4,3-d]-pyrimidin-7-one). As a reaction SMILES: C(C1C2N=CNC(=O)C=2NN=1)CC.[OH:14][CH2:15][CH2:16][N:17]1[CH2:22][CH2:21][N:20]([S:23]([C:26]2[CH:27]=[CH:28][C:29]([O:46][CH2:47][CH2:48]C)=[C:30]([C:32]3[NH:33][C:34](=[O:45])[C:35]4[N:40]([CH3:41])[N:39]=[C:38]([CH2:42][CH2:43][CH3:44])[C:36]=4[N:37]=3)[CH:31]=2)(=[O:25])=[O:24])[CH2:19][CH2:18]1>>[CH2:47]([O:46][C:29]1[CH:28]=[CH:27][C:26]([S:23]([N:20]2[CH2:19][CH2:18][N:17]([CH2:16][CH2:15][OH:14])[CH2:22][CH2:21]2)(=[O:24])=[O:25])=[CH:31][C:30]=1[C:32]1[NH:33][C:34](=[O:45])[C:35]2[N:40]([CH3:41])[N:39]=[C:38]([CH2:42][CH2:43][CH3:44])[C:36]=2[N:37]=1)[CH3:48]. Procedure: 1-methyl-5-[5-piperazinylsulphonyl)-2-n-propoxyphenyl]-3-n-propyl-1,6-dihydro-7H-pyrazolo[4,3-d]pyrimidin-7-one; and 5-{5-[4-(2-hydroxyethyl)piperazinylsulphonyl]-2-n-propoxyphenyl}-1-methyl-3-n-propyl-1,6-dihydro-7H-pyrazolo[4,3-d]-pyrimidin-7-one. The reactants are C(C)(=O)OCCCN1C=C(C2=CC=CC=C12)C1=C(NC(N1C1=CN(C2=CC=CC=C12)C(=O)OCC)=O)C(N)=O (5-[1-(3-Acetoxypropyl)-3-indolyl]-4-carbamoyl-1-[1-(ethoxycarbonyl)-3-indolyl]-1,3-dihydroimidazol-2-one). Run in TMS-polyphosphate, C(Cl)Cl (CH2Cl2). Yields the product C(C)(=O)OCCCN1C=C(C2=CC=CC=C12)C1=C(NC(N1C1=CN(C2=CC=CC=C12)C(=O)OCC)=O)C#N (5-[1-(3-Acetoxypropyl)-3-indolyl]-4-cyano-1-[1-(ethoxycarbonyl)-3-indolyl]-1,3-dihydroimidazol-2-one). Isolated yield 82.7%. Reaction SMILES: [C:1]([O:4][CH2:5][CH2:6][CH2:7][N:8]1[C:16]2[C:11](=[CH:12][CH:13]=[CH:14][CH:15]=2)[C:10]([C:17]2[N:21]([C:22]3[C:30]4[C:25](=[CH:26][CH:27]=[CH:28][CH:29]=4)[N:24]([C:31]([O:33][CH2:34][CH3:35])=[O:32])[CH:23]=3)[C:20](=[O:36])[NH:19][C:18]=2[C:37](=O)[NH2:38])=[CH:9]1)(=[O:3])[CH3:2]>C(Cl)Cl>[C:1]([O:4][CH2:5][CH2:6][CH2:7][N:8]1[C:16]2[C:11](=[CH:12][CH:13]=[CH:14][CH:15]=2)[C:10]([C:17]2[N:21]([C:22]3[C:30]4[C:25](=[CH:26][CH:27]=[CH:28][CH:29]=4)[N:24]([C:31]([O:33][CH2:34][CH3:35])=[O:32])[CH:23]=3)[C:20](=[O:36])[NH:19][C:18]=2[C:37]#[N:38])=[CH:9]1)(=[O:3])[CH3:2]. Reported procedure: A solution of 0.14 g (0.26 mmole) of the product of step b) in 7 ml of TMS-polyphosphate was heated to 50° C. for 4 hours. The mixture was diluted to 20 ml with CH2Cl2 and washed with water and brine. The organic phase was and evaporated and the residue purified by chromatography on silica (CH2Cl2:MeOH 98:2), to give 0.11 g (82%) of the sub-title compound.